Dataset: the Open Reaction Database (ORD), a public repository of structured organic reaction records. Task: describe an organic reaction: reactants, conditions, products, and yield Reactants: COc1cc2nccc(Oc3cc(C)c(N)cc3C)c2cc1OC, CCN(C(C)C)C(C)C, ClC(Cl)Cl, O=C(OC(Cl)(Cl)Cl)OC(Cl)(Cl)Cl, Nc1nnc(C2CC2)s1, O. Product: COc1cc2nccc(Oc3cc(C)c(NC(=O)Nc4nnc(C5CC5)s4)cc3C)c2cc1OC. Reaction SMILES: [CH3:1][O:2][c:3]1[cH:4][c:5]2[c:6]([O:15][c:16]3[cH:17][c:18]([CH3:24])[c:19]([NH2:20])[cH:21][c:22]3[CH3:23])[cH:7][cH:8][n:9][c:10]2[cH:11][c:12]1[O:13][CH3:14].[CH:25]([N:26]([CH:27]([CH3:28])[CH3:29])[CH2:30][CH3:31])([CH3:32])[CH3:33].[CH:55]([Cl:56])([Cl:57])[Cl:58].[Cl:34][C:35]([Cl:36])([O:37][C:38]([O:39][C:40]([Cl:41])([Cl:42])[Cl:43])=[O:44])[Cl:45].[NH2:46][c:47]1[s:48][c:49]([CH:52]2[CH2:53][CH2:54]2)[n:50][n:51]1.[OH2:59]>>[CH3:1][O:2][c:3]1[cH:4][c:5]2[c:6]([O:15][c:16]3[cH:17][c:18]([CH3:24])[c:19]([NH:20][C:38](=[O:44])[NH:46][c:47]4[s:48][c:49]([CH:52]5[CH2:53][CH2:54]5)[n:50][n:51]4)[cH:21][c:22]3[CH3:23])[cH:7][cH:8][n:9][c:10]2[cH:11][c:12]1[O:13][CH3:14].